From a dataset of the Open Reaction Database (ORD), a public repository of structured organic reaction records. describe an organic reaction: reactants, conditions, products, and yield The reagents and catalysts are CN(C)C=O (DMF). Yields the product C(C)OC=1C=C(C=CC1OC)[C@H]1CSCC[C@H]1NC(=O)C1=CC=C(C(=O)OC)C=C1 (Methyl 4-{[(3R,4R)-3-(3-ethoxy-4-methoxyphenyl)tetrahydro-2H-thiopyran-4-yl]carbamoyl}benzoate). The reactants are Cl.C(C)OC=1C=C(C=CC1OC)[C@H]1CSCC[C@H]1N ((3R,4R)-3-(3-ethoxy-4-methoxyphenyl)tetrahydro-2H-thiopyran-4-amine hydrochloride), CCN(C(C)C)C(C)C (DIPEA), COC(=O)C1=CC=C(C(=O)O)C=C1 (4-(methoxycarbonyl)benzoic acid), ice, C(C(=O)Cl)(=O)Cl (oxalyl chloride). Conditions: time 20 minute. As a reaction SMILES: [CH3:1][O:2][C:3]([C:5]1[CH:13]=[CH:12][C:8]([C:9]([OH:11])=O)=[CH:7][CH:6]=1)=[O:4].C(Cl)(=O)C(Cl)=O.Cl.[CH2:21]([O:23][C:24]1[CH:25]=[C:26]([C@@H:32]2[C@H:37]([NH2:38])[CH2:36][CH2:35][S:34][CH2:33]2)[CH:27]=[CH:28][C:29]=1[O:30][CH3:31])[CH3:22].CCN(C(C)C)C(C)C>C(Cl)Cl.CN(C=O)C>[CH2:21]([O:23][C:24]1[CH:25]=[C:26]([C@@H:32]2[C@H:37]([NH:38][C:9]([C:8]3[CH:7]=[CH:6][C:5]([C:3]([O:2][CH3:1])=[O:4])=[CH:13][CH:12]=3)=[O:11])[CH2:36][CH2:35][S:34][CH2:33]2)[CH:27]=[CH:28][C:29]=1[O:30][CH3:31])[CH3:22] |f:2.3|. The solvent is C(Cl)Cl (DCM), C(Cl)Cl (DCM), C(Cl)Cl (DCM), C(Cl)Cl (DCM). Procedure: To a suspension of 4-(methoxycarbonyl)benzoic acid (11.35 g) in DCM (300 ml) are added 5 drops of DMF and the reaction mixture is stirred for 20 min at RT under a nitrogen atmosphere. To this suspension oxalyl chloride (5.67 ml) dissolved in DCM (60 ml) is slowly added at 0° C. (ice bath The ice bath is removed and the mixture is stirred for 4 h at RT. DCM (3×200 ml) is added to the reaction mixture and the volatiles are co-evaporated under reduced pressure (three times). Finally all volatiles a...